From a dataset of the Open Reaction Database (ORD), a public repository of structured organic reaction records. describe an organic reaction: reactants, conditions, products, and yield Yields the product C(C)(C)(C)OC(=O)N1[C@@H](C[C@@H](C1)N)C(NC1=C(C=C(C=C1)N1C(C=CC=C1)=O)F)=O ((2S,4S)-4-amino-2-[2-fluoro-4-(2-oxo-2H-pyridin-1-yl)-phenylcarbamoyl]-pyrrolidine-1-carboxylic acid tert-butyl ester). Reactants: C(C)(C)(C)OC(=O)N1[C@@H](C[C@@H](C1)NC(=O)OCC1C2=CC=CC=C2C=2C=CC=CC12)C(NC1=C(C=C(C=C1)N1C(C=CC=C1)=O)F)=O ((2S,4S)-4-(9H-Fluoren-9-ylmethoxycarbonylamino)-2-[2-fluoro-4-(2-oxo-2H-pyridin-1-yl)-phenylcarbamoyl]-pyrrolidine-1-carboxylic acid tert-butyl ester), N1CCCCC1 (piperidine). Solvent: C(Cl)Cl (CH2Cl2). Yield: 92.0%. Reaction SMILES: [C:1]([O:5][C:6]([N:8]1[CH2:12][C@@H:11]([NH:13]C(OCC2C3C=CC=CC=3C3C2=CC=CC=3)=O)[CH2:10][C@H:9]1[C:31](=[O:47])[NH:32][C:33]1[CH:38]=[CH:37][C:36]([N:39]2[CH:44]=[CH:43][CH:42]=[CH:41][C:40]2=[O:45])=[CH:35][C:34]=1[F:46])=[O:7])([CH3:4])([CH3:3])[CH3:2].N1CCCCC1>C(Cl)Cl>[C:1]([O:5][C:6]([N:8]1[CH2:12][C@@H:11]([NH2:13])[CH2:10][C@H:9]1[C:31](=[O:47])[NH:32][C:33]1[CH:38]=[CH:37][C:36]([N:39]2[CH:44]=[CH:43][CH:42]=[CH:41][C:40]2=[O:45])=[CH:35][C:34]=1[F:46])=[O:7])([CH3:4])([CH3:2])[CH3:3]. Procedure: (2S,4S)-4-(9H-Fluoren-9-ylmethoxycarbonylamino)-2-[2-fluoro-4-(2-oxo-2H-pyridin-1-yl)-phenylcarbamoyl]-pyrrolidine-1-carboxylic acid tert-butyl ester (160 mg) was dissolved in CH2Cl2 (2 ml) and piperidine (43 μl) was added. The mixture was stirred for 17 h at 25° C. The crude product was purified by chromatography (silica gel; gradient: CH2Cl2->methanol 2N NH3) to yield (2S,4S)-4-amino-2-[2-fluoro-4-(2-oxo-2H-pyridin-1-yl)-phenylcarbamoyl]-pyrrolidine-1-carboxylic acid tert-butyl ester as colorl... Run at temperature 25 celsius, time 17 hour. Reactants: C(C1=CC=CC=C1)OC=1C(=NC(=NC1O)CC1(CCCC1)C1=CC(=CC=C1)C(F)(F)F)C(=O)N(C(C)C)CCO[Si](C)(C)C(C)(C)C (5-(Benzyloxy)-N-(2-((tert-butyldimethylsilyl)oxy)ethyl)-6-hydroxy-N-isopropyl-2-((1-(3-(trifluoromethyl)phenyl)cyclopentyl)methyl)pyrimidine-4-carboxamide), OCCN(C(=O)C1=NC(=NC(=C1OCC1=CC=CC=C1)O)CC1(CCCC1)C1=CC=C(C=C1)C(F)(F)F)C(C)C (5-Benzyloxy-6-hydroxy-2-[1-(4-trifluoromethyl-phenyl)-cyclopentylmethyl]-pyrimidine-4-carboxylic acid (2-hydroxyethyl)-isopropylamide). Product: C(C1=CC=CC=C1)OC=1C(=NC(=NC1O)CC1(CCCC1)C1=CC(=CC=C1)C(F)(F)F)C(=O)N(C(C)C)CCO (5-(Benzyloxy)-6-hydroxy-N-(2-hydroxyethyl)-N-isopropyl-2-((1-(3-(trifluoromethyl)phenyl)cyclo-pentyl)methyl)pyrimidine-4-carboxamide). RXN SMILES: [CH2:1]([O:8][C:9]1[C:10]([C:32]([N:34]([CH2:38][CH2:39][O:40][Si](C(C)(C)C)(C)C)[CH:35]([CH3:37])[CH3:36])=[O:33])=[N:11][C:12]([CH2:16][C:17]2([C:22]3[CH:27]=[CH:26][CH:25]=[C:24]([C:28]([F:31])([F:30])[F:29])[CH:23]=3)[CH2:21][CH2:20][CH2:19][CH2:18]2)=[N:13][C:14]=1[OH:15])[C:2]1[CH:7]=[CH:6][CH:5]=[CH:4][CH:3]=1.OCCN(C(C)C)C(C1C(OCC2C=CC=CC=2)=C(O)N=C(CC2(C3C=CC(C(F)(F)F)=CC=3)CCCC2)N=1)=O>>[CH2:1]([O:8][C:9]1[C:10]([C:32]([N:34]([CH2:38][CH2:39][OH:40])[CH:35]([CH3:37])[CH3:36])=[O:33])=[N:11][C:12]([CH2:16][C:17]2([C:22]3[CH:27]=[CH:26][CH:25]=[C:24]([C:28]([F:31])([F:29])[F:30])[CH:23]=3)[CH2:21][CH2:20][CH2:19][CH2:18]2)=[N:13][C:14]=1[OH:15])[C:2]1[CH:3]=[CH:4][CH:5]=[CH:6][CH:7]=1. Reported procedure: 5-(Benzyloxy)-6-hydroxy-N-(2-hydroxyethyl)-N-isopropyl-2-((1-(3-(trifluoromethyl)phenyl)cyclo-pentyl)methyl)pyrimidine-4-carboxamide (477) was synthesized from 5-(benzyloxy)-N-(2-((tert-butyldimethylsilyl)oxy)ethyl)-6-hydroxy-N-isopropyl-2-((1-(3-(trifluoromethyl)phenyl)cyclo-pentyl)methyl)pyrimidine-4-carboxamide (476) following the procedure described for 5-benzyloxy-2-[1-(4-trifluoromethyl-phenyl)-cyclopentylmethyl]-6-hydroxypyrimidine-4-carboxylic acid (2-hydroxyethyl)-isopropylamide (246).